From a dataset of the Open Reaction Database (ORD), a public repository of structured organic reaction records. describe an organic reaction: reactants, conditions, products, and yield The reactants are CC(C)(C)OC(=O)N1CC(N)C1, CCN=C=NCCCN(C)C, O=C(O)CNC(=O)c1cc(C(F)(F)F)ccc1Cl. Product: CC(C)(C)OC(=O)N1CC(NC(=O)CNC(=O)c2cc(C(F)(F)F)ccc2Cl)C1. RXN SMILES: [C:12]([CH3:13])([CH3:14])([CH3:15])[O:16][C:17](=[O:18])[N:19]1[CH2:20][CH:21]([NH2:23])[CH2:22]1.[CH3:1][CH2:2][N:3]=[C:4]=[N:5][CH2:6][CH2:7][CH2:8][N:9]([CH3:10])[CH3:11].[Cl:24][c:25]1[c:26]([C:27](=[O:28])[NH:29][CH2:30][C:31](=[O:32])[OH:33])[cH:34][c:35]([C:38]([F:39])([F:40])[F:41])[cH:36][cH:37]1>>[C:12]([CH3:13])([CH3:14])([CH3:15])[O:16][C:17](=[O:18])[N:19]1[CH2:20][CH:21]([NH:23][C:31]([CH2:30][NH:29][C:27]([c:26]2[c:25]([Cl:24])[cH:37][cH:36][c:35]([C:38]([F:39])([F:40])[F:41])[cH:34]2)=[O:28])=[O:32])[CH2:22]1. Reactants: O=C([O-])[O-], CN(C)C=O, Cc1cccc(O)c1[N+](=O)[O-], [I-], [K+], [K+], [Na+], ClCCCn1cnc(-c2ccccc2)c1. Yields the product Cc1cccc(OCCCn2cnc(-c3ccccc3)c2)c1[N+](=O)[O-]. As a reaction SMILES: [C:1](=[O:2])([O-:3])[O-:4].[CH3:35][N:36]([CH3:37])[CH:38]=[O:39].[CH3:9][c:10]1[c:11]([N+:17](=[O:18])[O-:19])[c:12]([OH:16])[cH:13][cH:14][cH:15]1.[I-:8].[K+:5].[K+:6].[Na+:7].[c:20]1(-[c:26]2[n:27][cH:28][n:29]([CH2:31][CH2:32][CH2:33][Cl:34])[cH:30]2)[cH:21][cH:22][cH:23][cH:24][cH:25]1>>[CH3:9][c:10]1[c:11]([N+:17](=[O:18])[O-:19])[c:12]([O:16][CH2:33][CH2:32][CH2:31][n:29]2[cH:28][n:27][c:26](-[c:20]3[cH:21][cH:22][cH:23][cH:24][cH:25]3)[cH:30]2)[cH:13][cH:14][cH:15]1. Reactants: CC(=O)O, O=C1CCC(=O)N1Cl, Cc1cnc(Cn2c(C)cc(O)cc2=O)cn1. The product is Cc1cnc(Cn2c(C)cc(O)c(Cl)c2=O)cn1. As a reaction SMILES: [CH3:26][C:27](=[O:28])[OH:29].[Cl:18][N:19]1[C:20](=[O:21])[CH2:22][CH2:23][C:24]1=[O:25].[OH:1][c:2]1[cH:3][c:4](=[O:17])[n:5]([CH2:9][c:10]2[n:11][cH:12][c:13]([CH3:16])[n:14][cH:15]2)[c:6]([CH3:8])[cH:7]1>>[OH:1][c:2]1[c:3]([Cl:18])[c:4](=[O:17])[n:5]([CH2:9][c:10]2[n:11][cH:12][c:13]([CH3:16])[n:14][cH:15]2)[c:6]([CH3:8])[cH:7]1.